Dataset: the Open Reaction Database (ORD), a public repository of structured organic reaction records. Task: describe an organic reaction: reactants, conditions, products, and yield Reactants: OC1=C2C(C(=O)OC2=O)=CC=C1 (3-Hydroxyphthalic anhydride), NN (Hydrazine). Solvent: C(C)(=O)O (acetic acid). Run at time 3 day. Product: OC1=C2C(NNC(C2=CC=C1)=O)=O (5-Hydroxy-2,3-dihydrophthalazine-1,4-dione). RXN SMILES: [OH:1][C:2]1[CH:12]=[CH:11][CH:10]=[C:4]2[C:5]([O:7][C:8](=O)[C:3]=12)=[O:6].[NH2:13][NH2:14]>C(O)(=O)C>[OH:1][C:2]1[CH:12]=[CH:11][CH:10]=[C:4]2[C:3]=1[C:8](=[O:7])[NH:13][NH:14][C:5]2=[O:6]. Procedure details: 3-Hydroxyphthalic anhydride (2.0 g, 12.2 mmol, Aldrich) was stirred with 25 mL of glacial acetic acid until nearly all dissolved. Hydrazine (8.4 mL, 268 mmol) was added dropwise to the mixture. The reaction mixture fumed and became homogeneous with development of a yellow color. After a few minutes, a white precipitate formed and the yellow color faded. The mixture was stirred for three days and then filtered. The solids were washed with 150 mL of water followed by 125 mL of acetonitrile and all... Starting materials: ClC1=CC=C(C=C1)C1=C(OC2=CC(=CC=C2C1=O)F)C(C)C (3-(4-chlorophenyl)-7-fluoro-2-isopropyl-chromen-4-one), [N-]=[N+]=[N-].[Na+] (sodium azide). Run in CN(C=O)C (dimethylformamide). Conditions: temperature 90 celsius. The product is N(=[N+]=[N-])C1=CC=C2C(C(=C(OC2=C1)C(C)C)C1=CC=C(C=C1)Cl)=O (7-Azido-3-(4-chlorophenyl)-2-isopropyl-chromen-4-one). As a reaction SMILES: [Cl:1][C:2]1[CH:7]=[CH:6][C:5]([C:8]2[C:17](=[O:18])[C:16]3[C:11](=[CH:12][C:13](F)=[CH:14][CH:15]=3)[O:10][C:9]=2[CH:20]([CH3:22])[CH3:21])=[CH:4][CH:3]=1.[N-:23]=[N+:24]=[N-:25].[Na+]>CN(C)C=O>[N:23]([C:13]1[CH:12]=[C:11]2[C:16]([C:17](=[O:18])[C:8]([C:5]3[CH:6]=[CH:7][C:2]([Cl:1])=[CH:3][CH:4]=3)=[C:9]([CH:20]([CH3:22])[CH3:21])[O:10]2)=[CH:15][CH:14]=1)=[N+:24]=[N-:25] |f:1.2|. Reported procedure: To a solution of 3-(4-chlorophenyl)-7-fluoro-2-isopropyl-chromen-4-one (4.0 g, 12.7 mmol) in dry dimethylformamide (120 ml) is added sodium azide at room temperature. The reaction mixture is heated at 90° C. for 16 h, cooled to room temperature and partitioned between ethyl acetate and water. The organic phase is washed with water and brine, dried (MgSO4) and concentrated in vacuo. Purification by flash chromatography on silica gel using iso-hexane:ethyl acetate (10:1) as the eluent, followed by... Starting materials: CC(=O)NC12CC3CC(C1)CC(C(=O)O)(C3)C2, Cl, O. Yields the product Cl, NC12CC3CC(C1)CC(C(=O)O)(C3)C2. RXN SMILES: [C:1](=[O:2])([CH3:3])[NH:4][C:5]12[CH2:6][C:7]3([C:15](=[O:16])[OH:17])[CH2:8][CH:9]([CH2:10][CH:11]([CH2:12]1)[CH2:13]3)[CH2:14]2.[ClH:18].[OH2:19]>>[ClH:18].[NH2:4][C:5]12[CH2:6][C:7]3([C:15](=[O:16])[OH:17])[CH2:8][CH:9]([CH2:10][CH:11]([CH2:12]1)[CH2:13]3)[CH2:14]2. Reactants: C1CCCC=2C3=CC=C(C=C3NC12)C(=O)O (2,3,4,9-tetrahydro-1H-carbazole-7-carboxylic acid), C1CCCC=2C=3C(=CC=CC3NC12)C(=O)O (2,3,4,9-tetrahydro-1H-carbazole-5-carboxylic acid), S(=O)(Cl)Cl (thionyl chloride). The solvent is CO (methanol). Yields the product C1CCCC=2C=3C(=CC=CC3NC12)C(=O)OC (methyl 2,3,4,9-tetrahydro-1H-carbazole-5-carboxylate). Reaction SMILES: S(Cl)(Cl)=O.[CH2:5]1C2NC3C(=CC=C(C(O)=O)C=3)C=2CCC1.[CH2:21]1[C:33]2[NH:32][C:31]3[CH:30]=[CH:29][CH:28]=[C:27]([C:34]([OH:36])=[O:35])[C:26]=3[C:25]=2[CH2:24][CH2:23][CH2:22]1>CO>[CH2:21]1[C:33]2[NH:32][C:31]3[CH:30]=[CH:29][CH:28]=[C:27]([C:34]([O:36][CH3:5])=[O:35])[C:26]=3[C:25]=2[CH2:24][CH2:23][CH2:22]1. Procedure details: By adding thionyl chloride to a methanol solution of a mixture of 2,3,4,9-tetrahydro-1H-carbazole-7-carboxylic acid and 2,3,4,9-tetrahydro-1H-carbazole-5-carboxylic acid at −10° C., followed by the reaction under heating and subsequent separation and purification by a column chromatography, methyl 2,3,4,9-tetrahydro-1H-carbazole-7-carboxylate [Reference Example 17a: ESI: 2230 (M+H)+] and methyl 2,3,4,9-tetrahydro-1H-carbazole-5-carboxylate [Reference Example 17b: ESI: 230 (M+H)+] were obtained. Starting materials: C(CCl)Cl (EDC), [Cl-].FC1=CC(=C(C=C1)C[NH3+])C(=O)NC ({4-fluoro-2-[(methylamino)carbonyl]phenyl}methanaminium chloride), CCN(C(C)C)C(C)C (DIEA), C(C1=CC=CC=C1)N1C(C(=C(C2=NC=CC=C12)OCC1=CC=CC=C1)C(=O)O)=O (1-benzyl-4-(benzyloxy)-2-oxo-1,2-dihydro-1,5-naphthyridine-3-carboxylic acid), C1=CC2=C(N=C1)N(N=N2)O (HOAT), C(CCl)Cl (EDC). Solvent: CN(C)C=O (DMF). Reaction conditions: time 8 hour. Product: C(C1=CC=CC=C1)N1C(C(=C(C2=NC=CC=C12)OCC1=CC=CC=C1)C(=O)NCC1=C(C=C(C=C1)F)C(=O)NC)=O (1-benzyl-4-(benzyloxy)-N-{4-fluoro-2-[(methylamino)carbonyl]benzyl}-2-oxo-1,2-dihydro-1,5-naphthyridine-3-carboxamide). Reaction SMILES: [CH2:1]([N:8]1[C:17]2[C:12](=[N:13][CH:14]=[CH:15][CH:16]=2)[C:11]([O:18][CH2:19][C:20]2[CH:25]=[CH:24][CH:23]=[CH:22][CH:21]=2)=[C:10]([C:26]([OH:28])=O)[C:9]1=[O:29])[C:2]1[CH:7]=[CH:6][CH:5]=[CH:4][CH:3]=1.C1C=NC2N(O)N=NC=2C=1.C(Cl)CCl.[Cl-].[F:45][C:46]1[CH:51]=[CH:50][C:49]([CH2:52][NH3+:53])=[C:48]([C:54]([NH:56][CH3:57])=[O:55])[CH:47]=1.CCN(C(C)C)C(C)C>CN(C=O)C>[CH2:1]([N:8]1[C:17]2[C:12](=[N:13][CH:14]=[CH:15][CH:16]=2)[C:11]([O:18][CH2:19][C:20]2[CH:21]=[CH:22][CH:23]=[CH:24][CH:25]=2)=[C:10]([C:26]([NH:53][CH2:52][C:49]2[CH:50]=[CH:51][C:46]([F:45])=[CH:47][C:48]=2[C:54]([NH:56][CH3:57])=[O:55])=[O:28])[C:9]1=[O:29])[C:2]1[CH:3]=[CH:4][CH:5]=[CH:6][CH:7]=1 |f:3.4|. Reported procedure: To a solution of 1-benzyl-4-(benzyloxy)-2-oxo-1,2-dihydro-1,5-naphthyridine-3-carboxylic acid (0.15 g, 0.39 mmol) in DMF (4 mL) was added HOAT (0.26 g, 1.94 mmol) and EDC (0.07 g, 0.47 mmol). The solution was stirred for 10 minutes at which time EDC (0.036 g, 0.23 mmol), {4-fluoro-2-[(methylamino)carbonyl]phenyl}methanaminium chloride (0.108 g, 0.47 mmol), and DIEA (0.10 g, 0.78 mmol) were added. The reaction was then stirred at room temperature overnight at which time the solution was purified ...